This data is from the Open Reaction Database (ORD), a public repository of structured organic reaction records. The task is: describe an organic reaction: reactants, conditions, products, and yield Product: [N-]=[N+]=NCC1CC(S)CS1. The reactants are C[O-], CO, CC(=O)SC1CSC(CN=[N+]=[N-])C1, [Na+]. As a reaction SMILES: [CH3:14][O-:15].[CH3:17][OH:18].[N:1](=[N+:2]=[N-:3])[CH2:4][CH:5]1[CH2:6][CH:7]([S:10][C:11](=[O:12])[CH3:13])[CH2:8][S:9]1.[Na+:16]>>[N:1](=[N+:2]=[N-:3])[CH2:4][CH:5]1[CH2:6][CH:7]([SH:10])[CH2:8][S:9]1.